From a dataset of the Open Reaction Database (ORD), a public repository of structured organic reaction records. describe an organic reaction: reactants, conditions, products, and yield The reactants are C1(=CC=CC=C1)C(=C)O[Si](C)(C)C (1-phenyl-1-(trimethylsilyloxy)ethylene), diethyl ester, ClC=1C=C(C=CC1)SC(C(=O)O)C(=O)O ([(3-chlorophenyl)thio]propanedioic acid). Reaction SMILES: [C:1]1([C:7]([O:9][Si](C)(C)C)=[CH2:8])[CH:6]=[CH:5][CH:4]=[CH:3][CH:2]=1.[Cl:14][C:15]1[CH:16]=[C:17]([S:21][CH:22]([C:26](O)=[O:27])[C:23](O)=[O:24])[CH:18]=[CH:19][CH:20]=1>>[Cl:14][C:15]1[CH:16]=[C:17]([S:21][C:22]2[C:23](=[O:24])[O:9][C:7]([C:1]3[CH:6]=[CH:5][CH:4]=[CH:3][CH:2]=3)=[CH:8][C:26]=2[OH:27])[CH:18]=[CH:19][CH:20]=1. The product is ClC=1C=C(C=CC1)SC=1C(OC(=CC1O)C1=CC=CC=C1)=O (3-[(3-Chlorophenyl)thio]-4-hydroxy-6-phenyl-2H-pyran-2-one). Procedure details: The title compound was prepared by Method A using 1-phenyl-1-(trimethylsilyloxy)ethylene (1.95 g, 10.14 mmol) and diethyl ester of [(3-chlorophenyl)thio]propanedioic acid (1.53 g, 5.07 mmol). m.p.181-182° C.; 1H NMR (400 MHz, DMSO-d6) δ6.88 (s, 1H), 7.13 (dt, 2H), 7.19 (dt, 1H), 7.29 (t, 1H), 7.56 (m, 3H), 7.86 (m, 2H). The reactants are esters, cellulose, hemicelluloses, starch, C(CC)(=O)O (propionic acid), C(=O)[O-] (formate), C=O (formaldehyde), C(CC)(=O)[O-] (propionate), [Ca] (calcium), esters, C(C)(=O)[O-] (acetate), C=O (formaldehyde), C(CC)(=O)O (propionic acid). Solvent: C(C)(=O)O (acetic acid), C(C)(=O)O (acetic acid), C(=O)O (formic acid), C(=O)O (formic acid). Product: C(C)(=O)[O-].[Ca+2].C(C)(=O)[O-] (calcium acetate), C(=O)[O-].[Ca+2].C(=O)[O-] (calcium formate), C(CC)(=O)[O-].[Ca+2].C(CC)(=O)[O-] (calcium propionate). Reaction SMILES: [C:1]([OH:5])(=[O:4])[CH2:2][CH3:3].C=O.[Ca:8].[C:9]([O-:12])(=[O:11])[CH3:10].[CH:13]([O-:15])=[O:14].[C:16]([O-:20])(=[O:19])[CH2:17][CH3:18]>C(O)=O.C(O)(=O)C>[C:1]([O-:5])(=[O:4])[CH3:2].[Ca+2:8].[C:9]([O-:12])(=[O:11])[CH3:10].[CH:13]([O-:15])=[O:14].[Ca+2:8].[CH:16]([O-:20])=[O:19].[C:16]([O-:20])(=[O:19])[CH2:17][CH3:18].[Ca+2:8].[C:1]([O-:5])(=[O:4])[CH2:2][CH3:3] |f:8.9.10,11.12.13,14.15.16|. Reported procedure: Calcium salts, such as calcium acetate, calcium formate or calcium proprionate, are obtained from aqueous liquors derived from the pyrolysis of lignocellulosic biomass containing cellulose, hemicelluloses or starch. The above biomass is subjected to rapid pyrolysis to obtain a crude product containing an aqueous phase and an organic phase. The product obtained, preferably as the aqueous phase, is then distilled to produce a distillate containing at least one acid selected from acetic acid, formi... Reactants: C(C)(=O)N1C(\C(\C2=NC=C(C=C21)C(=O)OC)=C(\C2=CC=CC=C2)/NC2=CC=C(C=C2)N(C(CN2CCN(CC2)C)=O)C)=O ((Z)-methyl 1-acetyl-3-(((4-(N-methyl-2-(4-methylpiperazin-1-yl)acetamido)phenyl)amino)(phenyl)methylene)-2-oxo-2,3-dihydro-1H-pyrrolo[3,2-b]pyridine-6-carboxylate), C(=O)([O-])[O-].[K+].[K+] (K2CO3). Solvent: CO (MeOH). Run at time 2 hour. Yields the product CN(C(CN1CCN(CC1)C)=O)C1=CC=C(C=C1)N\C(=C\1/C(NC=2C1=NC=C(C2)C(=O)OC)=O)\C2=CC=CC=C2 ((Z)-methyl 3-(((4-(N-methyl-2-(4-methylpiperazin-1-yl)acetamido)phenyl)amino)(phenyl)methylene)-2-oxo-2,3-dihydro-1H-pyrrolo[3,2-b]pyridine-6-carboxylate). As a reaction SMILES: C([N:4]1[C:12]2[C:7](=[N:8][CH:9]=[C:10]([C:13]([O:15][CH3:16])=[O:14])[CH:11]=2)/[C:6](=[C:17](/[NH:24][C:25]2[CH:30]=[CH:29][C:28]([N:31]([CH3:42])[C:32](=[O:41])[CH2:33][N:34]3[CH2:39][CH2:38][N:37]([CH3:40])[CH2:36][CH2:35]3)=[CH:27][CH:26]=2)\[C:18]2[CH:23]=[CH:22][CH:21]=[CH:20][CH:19]=2)/[C:5]1=[O:43])(=O)C.C([O-])([O-])=O.[K+].[K+]>CO>[CH3:42][N:31]([C:28]1[CH:27]=[CH:26][C:25]([NH:24]/[C:17](/[C:18]2[CH:19]=[CH:20][CH:21]=[CH:22][CH:23]=2)=[C:6]2\[C:5](=[O:43])[NH:4][C:12]3[C:7]\2=[N:8][CH:9]=[C:10]([C:13]([O:15][CH3:16])=[O:14])[CH:11]=3)=[CH:30][CH:29]=1)[C:32](=[O:41])[CH2:33][N:34]1[CH2:35][CH2:36][N:37]([CH3:40])[CH2:38][CH2:39]1 |f:1.2.3|. Procedure: Step-3: A mixture of (Z)-methyl 1-acetyl-3-(((4-(N-methyl-2-(4-methylpiperazin-1-yl)acetamido)phenyl)amino)(phenyl)methylene)-2-oxo-2,3-dihydro-1H-pyrrolo[3,2-b]pyridine-6-carboxylate (6 mg, 0.0103 mmol), K2CO3 (1.42 mg, 0.0103 mmol) in MeOH (2 mL) was stirred for 2 h at room temperature. The crude product was concentrated and purified by preparative TLC to afford (Z)-methyl 3-(((4-(N-methyl-2-(4-methylpiperazin-1-yl)acetamido)phenyl)amino)(phenyl)methylene)-2-oxo-2,3-dihydro-1H-pyrrolo[3,2-b]py... The reactants are COc1ccc(-c2cc(C=O)cc3ccoc23)cc1, Cl, O, c1ccncc1. The product is O=Cc1cc(-c2ccc(O)cc2)c2occc2c1. RXN SMILES: [CH3:1][O:2][c:3]1[cH:4][cH:5][c:6](-[c:9]2[cH:10][c:11]([CH:18]=[O:19])[cH:12][c:13]3[cH:14][cH:15][o:16][c:17]23)[cH:7][cH:8]1.[ClH:20].[OH2:27].[n:21]1[cH:22][cH:23][cH:24][cH:25][cH:26]1>>[OH:2][c:3]1[cH:4][cH:5][c:6](-[c:9]2[cH:10][c:11]([CH:18]=[O:19])[cH:12][c:13]3[cH:14][cH:15][o:16][c:17]23)[cH:7][cH:8]1. The reactants are [Li]CCCC, CCOC(=O)c1ccc(OCOCCOC)cc1, CCCCCC, CC(C)=O, COCCOCOc1ccc2ncsc2c1, [Cl-], [NH4+], C1CCOC1. Product: COCCOCOc1ccc(C(=O)c2nc3ccc(OCOCCOC)cc3s2)cc1. As a reaction SMILES: [CH2:1]([Li:2])[CH2:3][CH2:4][CH3:5].[CH3:22][O:23][CH2:24][CH2:25][O:26][CH2:27][O:28][c:29]1[cH:30][cH:31][c:32]([C:33](=[O:34])[O:35][CH2:36][CH3:37])[cH:38][cH:39]1.[CH3:42][CH2:43][CH2:44][CH2:45][CH2:46][CH3:47].[CH3:53][C:54](=[O:55])[CH3:56].[CH3:6][O:7][CH2:8][CH2:9][O:10][CH2:11][O:12][c:13]1[cH:14][c:15]2[c:16]([n:17][cH:18][s:19]2)[cH:20][cH:21]1.[Cl-:40].[NH4+:41].[O:48]1[CH2:49][CH2:50][CH2:51][CH2:52]1>>[CH3:6][O:7][CH2:8][CH2:9][O:10][CH2:11][O:12][c:13]1[cH:14][c:15]2[c:16]([n:17][c:18]([C:33]([c:32]3[cH:31][cH:30][c:29]([O:28][CH2:27][O:26][CH2:25][CH2:24][O:23][CH3:22])[cH:39][cH:38]3)=[O:34])[s:19]2)[cH:20][cH:21]1. Reactants: COC(=O)c1ccc(S(=O)(=O)n2cc(C3=CCCC3)c3ccccc32)cc1, CCO, CCOC(C)=O. Yields the product COC(=O)c1ccc(S(=O)(=O)n2cc(C3CCCC3)c3ccccc32)cc1. Reaction SMILES: [CH3:1][O:2][C:3]([c:4]1[cH:5][cH:6][c:7]([S:10](=[O:11])(=[O:12])[n:13]2[cH:14][c:15]([C:22]3=[CH:23][CH2:24][CH2:25][CH2:26]3)[c:16]3[cH:17][cH:18][cH:19][cH:20][c:21]23)[cH:8][cH:9]1)=[O:27].[CH3:28][CH2:29][OH:30].[CH3:31][CH2:32][O:33][C:34](=[O:35])[CH3:36]>>[CH3:1][O:2][C:3]([c:4]1[cH:5][cH:6][c:7]([S:10](=[O:11])(=[O:12])[n:13]2[cH:14][c:15]([CH:22]3[CH2:23][CH2:24][CH2:25][CH2:26]3)[c:16]3[cH:17][cH:18][cH:19][cH:20][c:21]23)[cH:8][cH:9]1)=[O:27]. Reactants: ice, ClC(Cl)(OC(OC(Cl)(Cl)Cl)=O)Cl (triphosgene), C(C=1C(N)=CC=CC1)(=O)O (anthranilic acid), NC1=C(C(=O)O)C=CC=C1 (2-amino-benzoic acid). Run in C1CCOC1 (THF), C1CCOC1 (THF). Yields the product C1=2C(=O)OC(NC1=CC=CC2)=O (isatoic anhydride). Isolated yield 70.0%. As a reaction SMILES: Cl[C:2](Cl)([O:4]C(=O)OC(Cl)(Cl)Cl)Cl.[C:13]([OH:22])(=[O:21])[C:14]1[C:15](=[CH:17][CH:18]=[CH:19][CH:20]=1)[NH2:16]>C1COCC1>[C:14]12[C:15](=[CH:17][CH:18]=[CH:19][CH:20]=1)[NH:16][C:2](=[O:4])[O:22][C:13]2=[O:21]. Procedure: An ice-cold solution of triphosgene (3.0 g, 10 mmol, 0.4 eq) in 10 mL of anhydrous THF was added to a mixture or solution of anthranilic acid (or 2-amino-benzoic acid) (25 mmol) in 15 mL of dry THF and cooled slowly. The mixture as then stirred or shaken for 24-48 h at room temperature nd cooled in a refrigerator (0° C. to −10° C.) for 12-24 h. The resulting solid was collected by filtration and washed with cold methyl t-butyl ether (MTBE) and dried to give the isatoic anhydride in 70-98% yield....